Dataset: the Open Reaction Database (ORD), a public repository of structured organic reaction records. Task: describe an organic reaction: reactants, conditions, products, and yield The reactants are O.NN (hydrazine hydrate), CC(C(=O)O)=CC(=O)C1=CC=C(C=C1)C1=CC=C(C=C1)F (2-methyl-4-(4'-fluoro-4-biphenylyl)-4-oxo-2-butenoic acid), Cl (hydrochloric acid), C(=O)([O-])[O-].[K+].[K+] (K2CO3). The solvent is CO (methanol). Conditions: time 6 hour. Product: CC=1C(NN=C(C1)C1=CC=C(C=C1)C1=CC=C(C=C1)F)=O (4-methyl-6-(4'-fluoro-4-biphenylyl)-2,3-dihydropyridazin-3-one). Reaction SMILES: [CH3:1][C:2](=[CH:6][C:7]([C:9]1[CH:14]=[CH:13][C:12]([C:15]2[CH:20]=[CH:19][C:18]([F:21])=[CH:17][CH:16]=2)=[CH:11][CH:10]=1)=O)[C:3](O)=[O:4].C([O-])([O-])=O.[K+].[K+].Cl.O.[NH2:30][NH2:31]>CO>[CH3:1][C:2]1[C:3](=[O:4])[NH:30][N:31]=[C:7]([C:9]2[CH:14]=[CH:13][C:12]([C:15]3[CH:20]=[CH:19][C:18]([F:21])=[CH:17][CH:16]=3)=[CH:11][CH:10]=2)[CH:6]=1 |f:1.2.3,5.6|. Procedure details: 28.4 g of 2-methyl-4-(4'-fluoro-4-biphenylyl)-4-oxo-2-butenoic acid is dissolved in 100 ml of methanol; 15.4 g of K2CO3 is added and the mixture is stirred for 6 hours at 20°. It is then acidified with hydrochloric acid, 5.4 ml of hydrazine hydrate is added and the batch is boiled for 2 hours. Thereafter, it is again acidified; the solution is concentrated and cooled; and the 4-methyl-6-(4'-fluoro-4-biphenylyl)-2,3-dihydropyridazin-3-one obtained is filtered off and washed with water. m.p. 247°-... The reactants are ClC=1C=C(C=CC1)C1=NC=2C(=NC=CC2)N1CC(=O)O (2-(3-chlorophenyl)-3H-imidazo[4,5-b]pyridine-3-acetic acid), C(=O)(N1C=NC=C1)N1C=NC=C1 (1,1'-carbonyldiimidazole), C(C)OC(CN)=O (glycine ethyl ester). Solvent: O1CCCC1 (tetrahydrofuran). The product is C(C)OC(CNC(CN1C(=NC=2C1=NC=CC2)C2=CC(=CC=C2)Cl)=O)=O (N-[[2-(3-Chlorophenyl)-3H-imidazo[4,5-b]pyridin-3-yl]acetyl]glycine ethyl ester). The yield is 56.3%. As a reaction SMILES: [Cl:1][C:2]1[CH:3]=[C:4]([C:8]2[N:16]([CH2:17][C:18]([OH:20])=O)[C:11]3=[N:12][CH:13]=[CH:14][CH:15]=[C:10]3[N:9]=2)[CH:5]=[CH:6][CH:7]=1.C(N1C=CN=C1)(N1C=CN=C1)=O.[CH2:33]([O:35][C:36](=[O:39])[CH2:37][NH2:38])[CH3:34]>O1CCCC1>[CH2:33]([O:35][C:36](=[O:39])[CH2:37][NH:38][C:18](=[O:20])[CH2:17][N:16]1[C:11]2=[N:12][CH:13]=[CH:14][CH:15]=[C:10]2[N:9]=[C:8]1[C:4]1[CH:5]=[CH:6][CH:7]=[C:2]([Cl:1])[CH:3]=1)[CH3:34]. Procedure details: A solution of 2-(3-chlorophenyl)-3H-imidazo[4,5-b]pyridine-3-acetic acid (9.50 g, 0.033 mole), 1,1'-carbonyldiimidazole (5.35 g, 0.033 mole) and anhydrous tetrahydrofuran (300 ml) was stirred at room temperature for 2 hrs with a stream of nitrogen bubbling through it. To the resulting suspension was added glycine ethyl ester (8.0 g, 0.078 mole) and the solution stirred over the weekend. The reaction mixture was filtered and the filtrate concentrated in vacuo. The residue was partitioned between ... The reactants are ClC1=C(C=NN1CC1=CC=C(C=C1)OC)[N+](=O)[O-] (5-chloro-1-(4-methoxybenzyl)-4-nitro-1H-pyrazole), [F-].[K+] (potassium fluoride), C[C@H]1CN(CCN1)C(=O)OC(C)(C)C ((S)-tert-butyl 3-methylpiperazine-1-carboxylate). Solvent: CS(=O)C (DMSO). Reaction conditions: temperature 100 celsius. Yields the product COC1=CC=C(CN2N=CC(=C2N2[C@H](CN(CC2)C(=O)OC(C)(C)C)C)[N+](=O)[O-])C=C1 ((S)-tert-butyl 4-(1-(4-methoxybenzyl)-4-nitro-1H-pyrazol-5-yl)-3-methylpiperazine-1-carboxylate). The yield is 88.1%. As a reaction SMILES: Cl[C:2]1[N:6]([CH2:7][C:8]2[CH:13]=[CH:12][C:11]([O:14][CH3:15])=[CH:10][CH:9]=2)[N:5]=[CH:4][C:3]=1[N+:16]([O-:18])=[O:17].[F-].[K+].[CH3:21][C@@H:22]1[NH:27][CH2:26][CH2:25][N:24]([C:28]([O:30][C:31]([CH3:34])([CH3:33])[CH3:32])=[O:29])[CH2:23]1>CS(C)=O>[CH3:15][O:14][C:11]1[CH:12]=[CH:13][C:8]([CH2:7][N:6]2[C:2]([N:27]3[CH2:26][CH2:25][N:24]([C:28]([O:30][C:31]([CH3:34])([CH3:33])[CH3:32])=[O:29])[CH2:23][C@@H:22]3[CH3:21])=[C:3]([N+:16]([O-:18])=[O:17])[CH:4]=[N:5]2)=[CH:9][CH:10]=1 |f:1.2|. Procedure details: To a solution of 5-chloro-1-(4-methoxybenzyl)-4-nitro-1H-pyrazole (268 mg, 1.0 mmol) and potassium fluoride (232 mg, 4.0 mmol) in dry DMSO (20 mL) was added (S)-tert-butyl 3-methylpiperazine-1-carboxylate (230 mg, 1.15 mmol) and the mixture heated in the microwave at 100° C. for 8 hr. The mixture was partitioned between water (30 mL) and EtOAc (50 mL) and the organic layer was passed through a phase separation cartridge and concentrated under reduced pressure. Purification via silica gel column ...